This data is from the Open Reaction Database (ORD), a public repository of structured organic reaction records. The task is: describe an organic reaction: reactants, conditions, products, and yield As a reaction SMILES: [CH2:44]1[O:45][CH2:46][CH2:47][CH2:48]1.[CH3:42][OH:43].[Cl:3][c:4]1[c:5]([F:40])[c:6]([NH:7][c:8]2[n:9][cH:10][n:11][c:12]3[cH:13][c:14]([O:35][CH3:36])[c:15]([O:18][CH:19]4[CH2:20][CH:21]([C:31](=[O:32])[O:33][CH3:34])[N:22]([C:24](=[O:25])[O:26][C:27]([CH3:28])([CH3:29])[CH3:30])[CH2:23]4)[cH:16][c:17]23)[cH:37][cH:38][cH:39]1.[ClH:41].[Na+:2].[OH-:1].[OH2:49]>>[Cl:3][c:4]1[c:5]([F:40])[c:6]([NH:7][c:8]2[n:9][cH:10][n:11][c:12]3[cH:13][c:14]([O:35][CH3:36])[c:15]([O:18][CH:19]4[CH2:20][CH:21]([C:31](=[O:32])[OH:33])[N:22]([C:24](=[O:25])[O:26][C:27]([CH3:28])([CH3:29])[CH3:30])[CH2:23]4)[cH:16][c:17]23)[cH:37][cH:38][cH:39]1. Reactants: C1CCOC1, CO, COC(=O)C1CC(Oc2cc3c(Nc4cccc(Cl)c4F)ncnc3cc2OC)CN1C(=O)OC(C)(C)C, Cl, [Na+], [OH-], O. Product: COc1cc2ncnc(Nc3cccc(Cl)c3F)c2cc1OC1CC(C(=O)O)N(C(=O)OC(C)(C)C)C1. The reactants are CN(C)S(N)(=O)=O, CN(C)c1ccncc1, CS(C)=O, CO, CN1N=CN2C1=Cn1c(cc3c(C4CCCCC4)cccc31)-c1cc(C(=O)O)ccc12. The product is CN1N=CN2C1=Cn1c(cc3c(C4CCCCC4)cccc31)-c1cc(C(=O)NS(=O)(=O)N(C)C)ccc12. As a reaction SMILES: [CH3:32][N:33]([S:34](=[O:35])(=[O:36])[NH2:37])[CH3:38].[CH3:39][N:40]([c:41]1[cH:42][cH:43][n:44][cH:45][cH:46]1)[CH3:47].[CH3:48][S:49]([CH3:50])=[O:51].[CH3:52][OH:53].[CH:1]1([c:7]2[c:8]3[cH:9][c:10]4[n:11]([c:28]3[cH:29][cH:30][cH:31]2)[CH:12]=[C:13]2[N:14]([c:15]3[c:16]-4[cH:17][c:18]([C:21](=[O:22])[OH:23])[cH:19][cH:20]3)[CH:24]=[N:25][N:26]2[CH3:27])[CH2:2][CH2:3][CH2:4][CH2:5][CH2:6]1>>[CH:1]1([c:7]2[c:8]3[cH:9][c:10]4[n:11]([c:28]3[cH:29][cH:30][cH:31]2)[CH:12]=[C:13]2[N:14]([c:15]3[c:16]-4[cH:17][c:18]([C:21](=[O:23])[NH:37][S:34]([N:33]([CH3:32])[CH3:38])(=[O:35])=[O:36])[cH:19][cH:20]3)[CH:24]=[N:25][N:26]2[CH3:27])[CH2:2][CH2:3][CH2:4][CH2:5][CH2:6]1.